Dataset: the Open Reaction Database (ORD), a public repository of structured organic reaction records. Task: describe an organic reaction: reactants, conditions, products, and yield Procedure details: A suspension of 4-chloro-8-nitro-2-(trifluoromethyl)quinazoline (200 mg, 0.72 mmol), 4,4-dimethylcyclohexanamine (109 mg, 0.86 mmol), K2CO3 (398 mg, 2.89 mmol) in CH3CN (2 mL) was heated at reflux for 8 h. Then the reaction mixture was quenched with water and was extracted with EtOAc. The organic layer was washed with brine, separated, dried, filtered and concentrated. The residue was purified by column chromatography to afford 120 mg of the title product. 1H NMR (300 MHz, DMSO d6): δ 8.91-8.89 ... Yield: 45.2%. RXN SMILES: Cl[C:2]1[C:11]2[C:6](=[C:7]([N+:12]([O-:14])=[O:13])[CH:8]=[CH:9][CH:10]=2)[N:5]=[C:4]([C:15]([F:18])([F:17])[F:16])[N:3]=1.[CH3:19][C:20]1([CH3:27])[CH2:25][CH2:24][CH:23]([NH2:26])[CH2:22][CH2:21]1.C([O-])([O-])=O.[K+].[K+]>CC#N>[CH3:19][C:20]1([CH3:27])[CH2:25][CH2:24][CH:23]([NH:26][C:2]2[C:11]3[C:6](=[C:7]([N+:12]([O-:14])=[O:13])[CH:8]=[CH:9][CH:10]=3)[N:5]=[C:4]([C:15]([F:18])([F:17])[F:16])[N:3]=2)[CH2:22][CH2:21]1 |f:2.3.4|. Yields the product CC1(CCC(CC1)NC1=NC(=NC2=C(C=CC=C12)[N+](=O)[O-])C(F)(F)F)C (N-(4,4-dimethylcyclohexyl)-8-nitro-2-(trifluoromethyl)quinazolin-4-amine). Starting materials: ClC1=NC(=NC2=C(C=CC=C12)[N+](=O)[O-])C(F)(F)F (4-chloro-8-nitro-2-(trifluoromethyl)quinazoline), CC1(CCC(CC1)N)C (4,4-dimethylcyclohexanamine), C(=O)([O-])[O-].[K+].[K+] (K2CO3). The solvent is CC#N (CH3CN). Procedure details: Prepared as described in general procedures (H) and (I) using 1-(1-acetyl-piperidin-4-yl)-1-(trans-4-methyl-cyclohexyl)-3-(5-thiocyanato-thiazol-2-yl)-urea, dithioerythritol and 2-(hexamethyleneimino)ethylchloride Product: C(C)(=O)N1CCC(CC1)N(C(=O)NC=1SC(=CN1)SCCN1CCCCCC1)[C@@H]1CC[C@H](CC1)C (1-(1-Acetyl-piperidin-4-yl)-3-[5-(2-azepan-1-yl-ethylsulfanyl)-thiazol-2-yl]-1-(trans-4-methyl-cyclohexyl)-urea). As a reaction SMILES: [C:1]([N:4]1[CH2:9][CH2:8][CH:7]([N:10]([C@H:22]2[CH2:27][CH2:26][C@H:25]([CH3:28])[CH2:24][CH2:23]2)[C:11]([NH:13][C:14]2[S:15][C:16]([S:19]C#N)=[CH:17][N:18]=2)=[O:12])[CH2:6][CH2:5]1)(=[O:3])[CH3:2].SC[C@@H]([C@@H](CS)O)O.[N:37](=[CH:45][CH2:46]Cl)[CH2:38][CH2:39][CH2:40][CH2:41][CH2:42][CH2:43]Cl>>[C:1]([N:4]1[CH2:9][CH2:8][CH:7]([N:10]([C@H:22]2[CH2:27][CH2:26][C@H:25]([CH3:28])[CH2:24][CH2:23]2)[C:11]([NH:13][C:14]2[S:15][C:16]([S:19][CH2:46][CH2:45][N:37]3[CH2:43][CH2:42][CH2:41][CH2:40][CH2:39][CH2:38]3)=[CH:17][N:18]=2)=[O:12])[CH2:6][CH2:5]1)(=[O:3])[CH3:2]. Starting materials: ( I ), N(CCCCCCCl)=CCCl (2-(hexamethyleneimino)ethylchloride), C(C)(=O)N1CCC(CC1)N(C(=O)NC=1SC(=CN1)SC#N)[C@@H]1CC[C@H](CC1)C (1-(1-acetyl-piperidin-4-yl)-1-(trans-4-methyl-cyclohexyl)-3-(5-thiocyanato-thiazol-2-yl)-urea), SC[C@H](O)[C@H](O)CS (dithioerythritol).